From a dataset of the Open Reaction Database (ORD), a public repository of structured organic reaction records. describe an organic reaction: reactants, conditions, products, and yield The product is N[C@@H](CC(C)C)C(=O)N[C@@H](CC(C)C)C(=O)N[C@@H](CCCCNC(=O)OCC1=CC=CC=C1)C(=O)OCC1=CC=CC=C1 (H-Leu-Leu-Lys(Z)-OBzl). Reaction conditions: temperature -12.5 celsius, time 75 minute. Solvent: C(C)(=O)OCC (ethyl acetate). Reactants: Cl (HCl), N([C@@H](CC(C)C)C(=O)N[C@@H](CC(C)C)C(=O)N[C@@H](CCCCNC(=O)OCC1=CC=CC=C1)C(=O)OCC1=CC=CC=C1)C(=O)OC(C)(C)C (Boc-Leu-Leu-Lys(Z)-OBzl), COC(C)(C)C (t-butyl methyl ether). As a reaction SMILES: Cl.[NH:2](C(OC(C)(C)C)=O)[C@H:3]([C:8]([NH:10][C@H:11]([C:16]([NH:18][C@H:19]([C:35]([O:37][CH2:38][C:39]1[CH:44]=[CH:43][CH:42]=[CH:41][CH:40]=1)=[O:36])[CH2:20][CH2:21][CH2:22][CH2:23][NH:24][C:25]([O:27][CH2:28][C:29]1[CH:34]=[CH:33][CH:32]=[CH:31][CH:30]=1)=[O:26])=[O:17])[CH2:12][CH:13]([CH3:15])[CH3:14])=[O:9])[CH2:4][CH:5]([CH3:7])[CH3:6].COC(C)(C)C>C(OCC)(=O)C>[NH2:2][C@H:3]([C:8]([NH:10][C@H:11]([C:16]([NH:18][C@H:19]([C:35]([O:37][CH2:38][C:39]1[CH:40]=[CH:41][CH:42]=[CH:43][CH:44]=1)=[O:36])[CH2:20][CH2:21][CH2:22][CH2:23][NH:24][C:25]([O:27][CH2:28][C:29]1[CH:34]=[CH:33][CH:32]=[CH:31][CH:30]=1)=[O:26])=[O:17])[CH2:12][CH:13]([CH3:15])[CH3:14])=[O:9])[CH2:4][CH:5]([CH3:7])[CH3:6]. Reported procedure: A cooled solution (-15° C.) of gaseous HCl (50.0 g, 1.37 mol) in ethyl acetate (250 g) was added to Boc-Leu-Leu-Lys(Z)-OBzl (50.0 g, 71.7 mmol) at -15 to -10° C. over 15 min. The mixture was stirred at -15 to -10° C. for 75 min and t-butyl methyl ether (310 g) was added over 25 min. The temperature was allowed to rise to about -8 to -5° C. and the excess HCl was removed under reduced pressure. Another portion of t-butyl methyl ether (310.0 g) was added over 15 min and the reaction temperature wa... Starting materials: C(C)OC(=O)C1=C(NC=C1)C (3-ethoxycarbonyl-2-methyl-1H-pyrrole), [H-].[Na+] (sodium hydride), petroleum jelly, ClC1=NC2=CC=CC=C2C=C1 (2-chloroquinoline). The reagents and catalysts are [Cu] (copper). Solvent: CN(C=O)C (dimethylformamide), O (water). Run at temperature 20 celsius, time 0.2 hour. The product is C(C)OC(=O)C1=C(N(C=C1)C1=NC2=CC=CC=C2C=C1)C (3-Ethoxycarbonyl-2-methyl-1-(quinol-2-yl)-1H-pyrrole). Reaction SMILES: [CH2:1]([O:3][C:4]([C:6]1[CH:10]=[CH:9][NH:8][C:7]=1[CH3:11])=[O:5])[CH3:2].[H-].[Na+].Cl[C:15]1[CH:24]=[CH:23][C:22]2[C:17](=[CH:18][CH:19]=[CH:20][CH:21]=2)[N:16]=1>CN(C)C=O.O.[Cu]>[CH2:1]([O:3][C:4]([C:6]1[CH:10]=[CH:9][N:8]([C:15]2[CH:24]=[CH:23][C:22]3[C:17](=[CH:18][CH:19]=[CH:20][CH:21]=3)[N:16]=2)[C:7]=1[CH3:11])=[O:5])[CH3:2] |f:1.2|. Procedure: 2.75 g (17.9 mmol) of 3-ethoxycarbonyl-2-methyl-1H-pyrrole are added at 20° C. under an argon atmosphere to 0.756 g (18.9 mmol) of sodium hydride, at 60% by weight in liquid petroleum jelly, suspended in 12 mL of dimethylformamide. After stirring at 20° C. for 0.2 hour, 0.114 g (1.79 mmol) of copper powder and 2.93 g (17.9 mmol) of. 2-chloroquinoline are added. After stirring at 140° C. for 48 hours, the reaction mixture is filtered and the filtrate is concentrated to dryness under reduced press... Starting materials: [Si](C)(C)(C(C)(C)C)O[C@@H]1C[C@@H]2CC[C@H]3[C@@H]4C[C@H]5[C@H]([C@H](C)[C@]6(O5)CC[C@@H](C)CO6)[C@]4([C@@H](C([C@@H]3[C@]2(CC1)C)=O)O)C ((3β,5α,12β,25R)-3-(t-butyldimethylsilyloxy)-spirostan-12-ol-11-one), N1=CC=CC=C1 (pyridine). Reagents/catalysts: [O-2].[O-2].[O-2].[Cr+6] (chromium trioxide). Run in C(Cl)Cl (methylene chloride). Product: [Si](C)(C)(C(C)(C)C)O[C@@H]1C[C@@H]2CC[C@H]3[C@@H]4C[C@H]5[C@H]([C@H](C)[C@]6(O5)CC[C@@H](C)CO6)[C@]4(C(C([C@@H]3[C@]2(CC1)C)=O)=O)C ((3β,5α,25R)-3-(t-butyldimethylsilyloxy)spirostan-11,12-dione). As a reaction SMILES: [Si:1]([O:8][C@H:9]1[CH2:35][CH2:34][C@@:33]2([CH3:36])[C@@H:11]([CH2:12][CH2:13][C@@H:14]3[C@@H:32]2[C:31](=[O:37])[C@@H:30]([OH:38])[C@@:29]2([CH3:39])[C@H:15]3[CH2:16][C@@H:17]3[O:22][C@@:21]4([O:28][CH2:27][C@H:25]([CH3:26])[CH2:24][CH2:23]4)[C@@H:19]([CH3:20])[C@@H:18]32)[CH2:10]1)([C:4]([CH3:7])([CH3:6])[CH3:5])([CH3:3])[CH3:2].N1C=CC=CC=1>C(Cl)Cl.[O-2].[O-2].[O-2].[Cr+6]>[Si:1]([O:8][C@H:9]1[CH2:35][CH2:34][C@@:33]2([CH3:36])[C@@H:11]([CH2:12][CH2:13][C@@H:14]3[C@@H:32]2[C:31](=[O:37])[C:30](=[O:38])[C@@:29]2([CH3:39])[C@H:15]3[CH2:16][C@@H:17]3[O:22][C@@:21]4([O:28][CH2:27][C@H:25]([CH3:26])[CH2:24][CH2:23]4)[C@@H:19]([CH3:20])[C@@H:18]32)[CH2:10]1)([C:4]([CH3:5])([CH3:6])[CH3:7])([CH3:2])[CH3:3] |f:3.4.5.6|. Procedure details: Using the procedure described in Org. Syn., 1976, 55, 84, (3β,5α,12β,25R)-3-(t-butyldimethylsilyloxy)-spirostan-12-ol-11-one was oxidized with chromium trioxide and pyridine in methylene chloride to give the title compound. The reactants are C(C)(=O)NC1=CC=C(C=C1)S(=O)(=O)Cl (4-acetamidobenzenesulphonyl chloride), S(=O)([O-])[O-].[Na+].[Na+] (sodium sulphite), S(O)(O)(=O)=O (sulphuric acid), [OH-].[Na+] (sodium hydroxide). The solvent is O (water). Reaction conditions: time 2 hour. Yields the product C(C)(=O)NC1=CC=C(C=C1)S(=O)O (4-Acetamido-benzenesulphinic acid). Reaction SMILES: [C:1]([NH:4][C:5]1[CH:10]=[CH:9][C:8]([S:11](Cl)(=[O:13])=[O:12])=[CH:7][CH:6]=1)(=[O:3])[CH3:2].S([O-])([O-])=O.[Na+].[Na+].[OH-].[Na+].S(=O)(=O)(O)O>O>[C:1]([NH:4][C:5]1[CH:6]=[CH:7][C:8]([S:11]([OH:13])=[O:12])=[CH:9][CH:10]=1)(=[O:3])[CH3:2] |f:1.2.3,4.5|. Reported procedure: To 4-acetamidobenzenesulphonyl chloride (400 g, 1.72 moles) was added with stirring a solution of sodium sulphite (431.7 g, 3.42 moles) in water (2 liters). A solution of 50% sodium hydroxide (240 ml) was added dropwise over 35 minutes using a cooling bath to keep the temperature below 30° C. The pH was thus maintained in the range 6.5-7.0. The mixture was stirred at room temperature for 2 hours and acidified by adding conc. sulphuric acid (170 ml) with ice-bath cooling. The precipitated white s...